Dataset: the Open Reaction Database (ORD), a public repository of structured organic reaction records. Task: describe an organic reaction: reactants, conditions, products, and yield Starting materials: CNC(=O)Nc1ccccc1, [O-][Cl+3]([O-])([O-])O, O=CC(Cl)(Cl)Cl. The product is CN(C(=O)Nc1ccccc1)C(O)C(Cl)(Cl)Cl. RXN SMILES: [CH3:1][NH:2][C:3](=[O:4])[NH:5][c:6]1[cH:7][cH:8][cH:9][cH:10][cH:11]1.[Cl+3:18]([OH:19])([O-:20])([O-:21])[O-:22].[O:12]=[CH:13][C:14]([Cl:15])([Cl:16])[Cl:17]>>[CH3:1][N:2]([C:3](=[O:4])[NH:5][c:6]1[cH:7][cH:8][cH:9][cH:10][cH:11]1)[CH:13]([OH:12])[C:14]([Cl:15])([Cl:16])[Cl:17]. Reactants: ClP(Cl)Cl, Cl, Oc1ccc(Cl)cc1-c1ccccc1. The product is Clc1ccc(OP(Cl)Cl)c(-c2ccccc2)c1. RXN SMILES: [Cl:15][P:16]([Cl:17])[Cl:18].[ClH:19].[c:1]1(-[c:7]2[c:8]([OH:14])[cH:9][cH:10][c:11]([Cl:13])[cH:12]2)[cH:2][cH:3][cH:4][cH:5][cH:6]1>>[c:1]1(-[c:7]2[c:8]([O:14][P:16]([Cl:15])[Cl:17])[cH:9][cH:10][c:11]([Cl:13])[cH:12]2)[cH:2][cH:3][cH:4][cH:5][cH:6]1. Product: C(C(C)(C)C1=CC=CC=C1)[Sn](C1=CSC=C1)(CC(C)(C)C1=CC=CC=C1)Br (dineophyl-3-thienyltin bromide). The reactants are C(C(C)(C)C1=CC=CC=C1)[Sn](C1=CSC=C1)(C1=CSC=C1)CC(C)(C)C1=CC=CC=C1 (dineophyl-di(3-thienyl)tin), BrBr (bromine). Procedure details: In substantial accordance with the procedure described in Example 1(2), dineophyl-di(3-thienyl)tin (80 g, 0.145 mol) obtained above was reacted with bromine to give crude dineophyl-3-thienyltin bromide, which was then reacted with sodium fluoride. The resulting product was recrystallized from n-hexane to provide 21.5 g of dineophyl-3-thienyltin fluoride as a white solid. Reaction SMILES: [CH2:1]([Sn:11]([CH2:22][C:23]([C:26]1[CH:31]=[CH:30][CH:29]=[CH:28][CH:27]=1)([CH3:25])[CH3:24])(C1C=CSC=1)[C:12]1[CH:16]=[CH:15][S:14][CH:13]=1)[C:2]([C:5]1[CH:10]=[CH:9][CH:8]=[CH:7][CH:6]=1)([CH3:4])[CH3:3].[Br:32]Br>>[CH2:1]([Sn:11]([Br:32])([CH2:22][C:23]([C:26]1[CH:31]=[CH:30][CH:29]=[CH:28][CH:27]=1)([CH3:25])[CH3:24])[C:12]1[CH:16]=[CH:15][S:14][CH:13]=1)[C:2]([C:5]1[CH:10]=[CH:9][CH:8]=[CH:7][CH:6]=1)([CH3:4])[CH3:3]. Starting materials: BrC=1C=CC=2N(C1)C(=C(N2)C)C=2SC(=C(N2)C2=CC=CC=C2)C2=NN(C=N2)C2OCCCC2 (6-bromo-2-methyl-3-{4-phenyl-5-[1-(tetrahydro-2H-pyran-2-yl)-1H-1,2,4-triazol-3-yl}-1,3-thiazol-2-yl]imidazo[1,2-a]pyridine), CCOC(=O)C (EtOAc), CN1N=CC(=C1)B1OC(C(O1)(C)C)(C)C (1-methyl-4-(4,4,5,5-tetramethyl-1,3,2-dioxaborolan-2-yl)-1H-pyrazole), C([O-])([O-])=O.[Cs+].[Cs+] (cesium carbonate). Solvent: COCCOC (DME), O (water), O (water). Conditions: temperature 95 celsius, time 12 hour. The product is CC=1N=C2N(C=C(C=C2)C=2C=NN(C2)C)C1C=1SC(=C(N1)C1=CC=CC=C1)C1=NN(C=N1)C1OCCCC1 (2-methyl-6-(1-methyl-1H-pyrazol-4-yl)-3-{4-phenyl-5-[1-(tetrahydro-2H-pyran-2-yl)-1H-1,2,4-triazol-3-yl]-1,3-thiazol-2-yl}imidazo[1,2-a]pyridine). Isolated yield 40.8%. RXN SMILES: Br[C:2]1[CH:3]=[CH:4][C:5]2[N:6]([C:8]([C:12]3[S:13][C:14]([C:23]4[N:27]=[CH:26][N:25]([CH:28]5[CH2:33][CH2:32][CH2:31][CH2:30][O:29]5)[N:24]=4)=[C:15]([C:17]4[CH:22]=[CH:21][CH:20]=[CH:19][CH:18]=4)[N:16]=3)=[C:9]([CH3:11])[N:10]=2)[CH:7]=1.[CH3:34][N:35]1[CH:39]=[C:38](B2OC(C)(C)C(C)(C)O2)[CH:37]=[N:36]1.C(=O)([O-])[O-].[Cs+].[Cs+].CCOC(C)=O>COCCOC.O>[CH3:11][C:9]1[N:10]=[C:5]2[CH:4]=[CH:3][C:2]([C:38]3[CH:37]=[N:36][N:35]([CH3:34])[CH:39]=3)=[CH:7][N:6]2[C:8]=1[C:12]1[S:13][C:14]([C:23]2[N:27]=[CH:26][N:25]([CH:28]3[CH2:33][CH2:32][CH2:31][CH2:30][O:29]3)[N:24]=2)=[C:15]([C:17]2[CH:22]=[CH:21][CH:20]=[CH:19][CH:18]=2)[N:16]=1 |f:2.3.4|. Reported procedure: To a suspension of 6-bromo-2-methyl-3-{4-phenyl-5-[1-(tetrahydro-2H-pyran-2-yl)-1H-1,2,4-triazol-3-yl}-1,3-thiazol-2-yl]imidazo[1,2-a]pyridine (157 mg, 0.3 mmol) obtained in Example 117-B(i) in DME (10 mL) and water (2 mL), were added 1-methyl-4-(4,4,5,5-tetramethyl-1,3,2-dioxaborolan-2-yl)-1H-pyrazole (93.6 mg, 0.45 mmol), [1,1-bis(diphenylphosphino)ferrocene]palladium(II)dichloride dichloromethane complex (24.5 mg, 0.03 mmol) and cesium carbonate (293 mg, 0.9 mmol) under a nitrogen atmosphere,... Starting materials: ClC1=CC=C(C=C1)C(=CCNC1=CC=C(C(=O)OCC)C=C1)C1=CC=C(C=C1)Cl (p-[[3,3-bis(p-chlorophenyl)allyl]amino]benzoic acid, ethyl ester), C(C)(=O)O (acetic acid), C(C)O (ethanol), [OH-].[Na+] (sodium hydroxide). The solvent is O (water). Yields the product ClC1=CC=C(C=C1)C(=CCNC1=CC=C(C(=O)O)C=C1)C1=CC=C(C=C1)Cl (4-[[3,3-Bis(p-chlorophenyl)allyl]amino]benzoic acid). RXN SMILES: [Cl:1][C:2]1[CH:7]=[CH:6][C:5]([C:8]([C:23]2[CH:28]=[CH:27][C:26]([Cl:29])=[CH:25][CH:24]=2)=[CH:9][CH2:10][NH:11][C:12]2[CH:22]=[CH:21][C:15]([C:16]([O:18]CC)=[O:17])=[CH:14][CH:13]=2)=[CH:4][CH:3]=1.C(O)C.[OH-].[Na+].C(O)(=O)C>O>[Cl:1][C:2]1[CH:3]=[CH:4][C:5]([C:8]([C:23]2[CH:24]=[CH:25][C:26]([Cl:29])=[CH:27][CH:28]=2)=[CH:9][CH2:10][NH:11][C:12]2[CH:22]=[CH:21][C:15]([C:16]([OH:18])=[O:17])=[CH:14][CH:13]=2)=[CH:6][CH:7]=1 |f:2.3|. Procedure: A suspension of 1.3 g. of p-[[3,3-bis(p-chlorophenyl)allyl]amino]benzoic acid, ethyl ester, 40 ml. of ethanol, and 4.6 ml. of 1N sodium hydroxide is heated at reflux for 28 hours, cooled, and then diluted with an equal volume of water. A 0.26 ml. portion of glacial acetic acid is added, and the mixture is cooled in ice. The solid is collected, washed with water, and recrystallized from absolute ethanol, giving 600 mg. of the desired product, m.p. 231°-235° C. The reactants are C(C)O (ethanol), C1OC=2C=C(N)C=CC2O1 (3,4-(methylenedioxy) aniline), C(C)O (ethanol), FC1=NC(=CC=C1[N+](=O)[O-])F (2,6-difluoro-3-nitropyridine), C([O-])(O)=O.[Na+] (sodium bicarbonate). Solvent: O (water). Conditions: time 1 hour. Product: FC1=CC=C(C(=N1)NC1=CC2=C(C=C1)OCO2)[N+](=O)[O-] (6-Fluoro-2-(3,4-methylenedioxyanilino)-3-nitropyridine). RXN SMILES: C(O)C.F[C:5]1[C:10]([N+:11]([O-:13])=[O:12])=[CH:9][CH:8]=[C:7]([F:14])[N:6]=1.C(=O)(O)[O-].[Na+].[CH2:20]1[O:29][C:28]2[CH:27]=[CH:26][C:24]([NH2:25])=[CH:23][C:22]=2[O:21]1>O>[F:14][C:7]1[N:6]=[C:5]([NH:25][C:24]2[CH:26]=[CH:27][C:28]3[O:29][CH2:20][O:21][C:22]=3[CH:23]=2)[C:10]([N+:11]([O-:13])=[O:12])=[CH:9][CH:8]=1 |f:2.3|. Procedure: In 75 ml. of ethanol was dissolved 3.2 g. (0.002 mole) of 2,6-difluoro-3-nitropyridine followed by 1.68 g. (0.02 mole) of sodium bicarbonate. To this stirred mixture, was added a solution of 2.74 g. (0.02 mole) of 3,4-(methylenedioxy) aniline in 50 ml. of ethanol dropwise over 45 minutes at room temperature. After one hour, 100 ml. of water was added and the deep-red crystalline solid product was collected. A small amount was crystallized from ethanol and melted at 161°-162° C. Reactants: [BH4-], CCO, O=C1CCCCC(=O)c2ccccc2N1, [Na+]. Product: O=C1CCCCC(O)c2ccccc2N1. RXN SMILES: [BH4-:16].[CH3:18][CH2:19][OH:20].[NH:1]1[C:2](=[O:15])[CH2:3][CH2:4][CH2:5][CH2:6][C:7](=[O:14])[c:8]2[c:9]1[cH:10][cH:11][cH:12][cH:13]2.[Na+:17]>>[NH:1]1[C:2](=[O:15])[CH2:3][CH2:4][CH2:5][CH2:6][CH:7]([OH:14])[c:8]2[c:9]1[cH:10][cH:11][cH:12][cH:13]2. The reactants are ClC(F)F (chlorodifluoromethane), O=CC1=CC(O)=C(OC)C=C1 (isovanillin), [OH-].[Na+] (sodium hydroxide). Reagents/catalysts: [Cl-].C(C1=CC=CC=C1)[N+](C)(C)C (benzyltrimethylammonium chloride). Run in O1CCOCC1 (dioxane). Yields the product FC(OC=1C=C(C=O)C=CC1OC)F (3-difluoromethoxy-4-methoxybenzaldehyde). Reaction SMILES: Cl[CH:2]([F:4])[F:3].[O:5]=[CH:6][C:7]1[CH:15]=[CH:14][C:11]([O:12][CH3:13])=[C:9]([OH:10])[CH:8]=1.[OH-].[Na+]>[Cl-].C([N+](C)(C)C)C1C=CC=CC=1.O1CCOCC1>[F:3][CH:2]([F:4])[O:10][C:9]1[CH:8]=[C:7]([CH:15]=[CH:14][C:11]=1[O:12][CH3:13])[CH:6]=[O:5] |f:2.3,4.5|. Reported procedure: With vigorous stirring, chlorodifluoromethane is introduced into a mixture of 200 g of isovanillin, 6.7 g of benzyltrimethylammonium chloride, 314 g of 50% strength aqueous sodium hydroxide solution and 2 l of dioxane for approximately 2 h. The mixture is subsequently partitioned between ice-water and ethyl acetate, the organic phase is separated off, the aqueous phase is extracted twice with ethyl acetate and the combined organic phases are dried over magnesium sulfate and concentrated under re... Reactants: ClC=1C(=C(C=CC1)S(=O)(=O)N1C[C@H](CCC1)NC(=O)[C@@H]1CN(CCC1)C(=O)OC(C)(C)C)C (tert-Butyl (3S)-3-[((3S)-1-[(3-chloro-2-methylphenyl)sulfonyl]piperidin-3-ylamino)-carbonyl]-piperidine-1-carboxylate), Cl (hydrogen chloride), C(=O)(C(F)(F)F)O (TFA). Run in CO (MeOH), O1CCOCC1 (1,4-dioxane). Product: C(C)(=O)N1C[C@H](CCC1)C(=O)N[C@@H]1CN(CCC1)S(=O)(=O)C1=C(C(=CC=C1)Cl)C ((3S)-1-Acetyl-N-{(3S)-1-[(3-chloro-2-methylphenyl)sulfonyl]piperidin-3-yl}piperidine-3-carboxamide). RXN SMILES: [Cl:1][C:2]1[C:3]([CH3:33])=[C:4]([S:8]([N:11]2[CH2:16][CH2:15][CH2:14][C@H:13]([NH:17][C:18]([C@H:20]3[CH2:25][CH2:24][CH2:23][N:22]([C:26](OC(C)(C)C)=[O:27])[CH2:21]3)=[O:19])[CH2:12]2)(=[O:10])=[O:9])[CH:5]=[CH:6][CH:7]=1.Cl.[C:35](O)(C(F)(F)F)=O>O1CCOCC1.CO>[C:26]([N:22]1[CH2:23][CH2:24][CH2:25][C@H:20]([C:18]([NH:17][C@H:13]2[CH2:14][CH2:15][CH2:16][N:11]([S:8]([C:4]3[CH:5]=[CH:6][CH:7]=[C:2]([Cl:1])[C:3]=3[CH3:33])(=[O:9])=[O:10])[CH2:12]2)=[O:19])[CH2:21]1)(=[O:27])[CH3:35]. Reported procedure: tert-Butyl (3S)-3-[((3S)-1-[(3-chloro-2-methylphenyl)sulfonyl]piperidin-3-ylamino)-carbonyl]-piperidine-1-carboxylate (10.0 mg, 200 μmol) was treated with 4.0 M of hydrogen chloride in 1,4-dioxane (0.5 mL) at rt for 1 h. The volatiles were removed in-vacuo and the residue was dissolved in acetonitrile (0.8 mL) and was treated with diisopropylethylamine (20.0 μL) and acetyl chloride (5.0 μL). The crude reaction mixture was diluted with MeOH (1.3 mL) and was adjusted to a pH of 2 using TFA and was... Reactants: N (ammonia), C(C=C)(=O)OC (methyl acrylate). Reaction conditions: temperature 0 celsius. Product: COC(=O)CCN(CCC(=O)OC)CCC(=O)OC (tris(2-methoxycarbonylethyl)amine). Isolated yield 76.0%. RXN SMILES: [NH3:1].[C:2]([O:6][CH3:7])(=[O:5])[CH:3]=[CH2:4]>>[CH3:7][O:6][C:2]([CH2:3][CH2:4][N:1]([CH2:4][CH2:3][C:2]([O:6][CH3:7])=[O:5])[CH2:4][CH2:3][C:2]([O:6][CH3:7])=[O:5])=[O:5]. Procedure details: While vigorously stirring at 0° C., 5.00 g of 28% aqueous ammonia was added to 21.2 g of methyl acrylate. The resulting mixture was heated gradually to 25° C. over 20 hours. After concentration under reduced pressure, the residue was purified by distillation under reduced pressure, whereby tris(2-methoxycarbonylethyl)amine was obtained (boiling point: 143° C./70 Pa, yield: 76%),